This data is from the Open Reaction Database (ORD), a public repository of structured organic reaction records. The task is: describe an organic reaction: reactants, conditions, products, and yield The reagents and catalysts are C1=CC=C(C=C1)P(C2=CC=CC=C2)C3=CC=CC=C3.C1=CC=C(C=C1)P(C2=CC=CC=C2)C3=CC=CC=C3.Cl[Pd]Cl (bis(triphenylphosphine)palladium (II) chloride). As a reaction SMILES: [F:1][C:2]1[CH:7]=[CH:6][C:5]([CH:8]2[O:12][N:11]=[C:10]([C:13]3[CH:18]=[CH:17][CH:16]=[C:15](I)[CH:14]=3)[CH2:9]2)=[CH:4][CH:3]=1.[CH2:20]([OH:23])[C:21]#[CH:22]>C(N(CC)CC)C.C1C=CC(P(C2C=CC=CC=2)C2C=CC=CC=2)=CC=1.C1C=CC(P(C2C=CC=CC=2)C2C=CC=CC=2)=CC=1.Cl[Pd]Cl>[F:1][C:2]1[CH:7]=[CH:6][C:5]([CH:8]2[O:12][N:11]=[C:10]([C:13]3[CH:14]=[C:15]([C:22]#[C:21][CH2:20][OH:23])[CH:16]=[CH:17][CH:18]=3)[CH2:9]2)=[CH:4][CH:3]=1 |f:3.4.5|. Conditions: time 1 hour. Reported procedure: To a solution of the product of Step 1, above (13, 5.5 g, 15 mmol) in triethylamine (40 ml), was added bis(triphenylphosphine)palladium (II) chloride (0.63 g, 0.9 mmol) and propargyl alcohol (1.4 g, 25 mmol) under a nitrogen atmosphere. After stirring at room temperature for 1 hour, Cul (0.25 g, 1.3 mmol) was added to the reaction mixture. The reaction mixture was stirred at room temperature for 18 hours, insolubles were removed by filtration and the filtrate was concentrated under reduced press... Starting materials: FC1=CC=C(C=C1)C1CC(=NO1)C1=CC(=CC=C1)I (4,5-dihydro-5-(4-fluorophenyl)-3-(3-iodophenyl)isoxazole), C(C#C)O (propargyl alcohol). Isolated yield 95.0%. Solvent: C(C)N(CC)CC (triethylamine). The product is FC1=CC=C(C=C1)C1CC(=NO1)C=1C=C(C=CC1)C#CCO (3-(3-[4,5-dihydro-5-(4-fluorophenyl)isoxazol-3-yl]phenyl)-2-propyn-1-ol). Starting materials: Cl.Cl.Cl.ClC1=C2C=C(N=CC2=C(C=C1)Cl)C=1C(=NC=C(C1)C=1C=NN(C1)C1CCNCC1)N (3-(5,8-dichloroisoquinolin-3-yl)-5-(1-piperidin-4-yl-1H-pyrazol-4-yl)-pyridin-2-ylamine trihydrochloride), ClC1=C2C=C(N=CC2=CC=C1)OS(=O)(=O)C(F)(F)F (trifluoromethanesulfonic acid 5-chloroisoquinolin-3-yl ester). Yields the product Cl.Cl.Cl.ClC1=C2C=C(N=CC2=CC=C1)C=1C(=NC=C(C1)C=1C=NN(C1)C1CCNCC1)N (3-(5-Chloroisoquinolin-3-yl)-5-(1-piperidin-4-yl-1H-pyrazol-4-yl)-pyridin-2-ylamine trihydrochloride). RXN SMILES: [ClH:1].Cl.Cl.[Cl:4][C:5]1[CH:14]=[CH:13][C:12](Cl)=[C:11]2[C:6]=1[CH:7]=[C:8]([C:16]1[C:17]([NH2:33])=[N:18][CH:19]=[C:20]([C:22]3[CH:23]=[N:24][N:25]([CH:27]4[CH2:32][CH2:31][NH:30][CH2:29][CH2:28]4)[CH:26]=3)[CH:21]=1)[N:9]=[CH:10]2.[Cl:34]C1C=CC=C2C=1C=C(OS(C(F)(F)F)(=O)=O)N=C2>>[ClH:4].[ClH:34].[ClH:1].[Cl:4][C:5]1[CH:14]=[CH:13][CH:12]=[C:11]2[C:6]=1[CH:7]=[C:8]([C:16]1[C:17]([NH2:33])=[N:18][CH:19]=[C:20]([C:22]3[CH:23]=[N:24][N:25]([CH:27]4[CH2:28][CH2:29][NH:30][CH2:31][CH2:32]4)[CH:26]=3)[CH:21]=1)[N:9]=[CH:10]2 |f:0.1.2.3,5.6.7.8|. Reported procedure: The procedure for the preparation of 3-(5,8-dichloroisoquinolin-3-yl)-5-(1-piperidin-4-yl-1H-pyrazol-4-yl)-pyridin-2-ylamine trihydrochloride was followed, except using trifluoromethanesulfonic acid 5-chloroisoquinolin-3-yl ester in place of trifluoromethanesulfonic acid 5,8-dichloroisoquinolin-3-yl ester. This afforded the title compound as a yellow solid. MS (ES+): m/z=405.05/407.03 [MH+]. HPLC: tR=1.91 min (ZQ2, polar—5 min). The reactants are B(Br)(Br)Br (boron tribromide), NC1=NC2=CC=C(C(=C2C(=N1)N)Cl)C1=C(C=CC(=C1)Cl)OC (2,4-diamino-5-chloro-6-(5-chloro-2-methoxyphenyl)quinazoline), ice, [OH-].[NH4+] (ammonium hydroxide). Solvent: C(Cl)Cl (methylene chloride), C(Cl)Cl (methylene chloride). Run at time 21 hour. The product is NC1=NC2=CC=C(C(=C2C(=N1)N)Cl)C1=C(C=CC(=C1)Cl)O (2,4-diamino-5-chloro-6-(5-chloro-2-hydroxyphenyl)quinazoline). The yield is 8.9%. RXN SMILES: [NH2:1][C:2]1[N:11]=[C:10]([NH2:12])[C:9]2[C:4](=[CH:5][CH:6]=[C:7]([C:14]3[CH:19]=[C:18]([Cl:20])[CH:17]=[CH:16][C:15]=3[O:21]C)[C:8]=2[Cl:13])[N:3]=1.B(Br)(Br)Br.[OH-].[NH4+]>C(Cl)Cl>[NH2:1][C:2]1[N:11]=[C:10]([NH2:12])[C:9]2[C:4](=[CH:5][CH:6]=[C:7]([C:14]3[CH:19]=[C:18]([Cl:20])[CH:17]=[CH:16][C:15]=3[OH:21])[C:8]=2[Cl:13])[N:3]=1 |f:2.3|. Procedure details: A solution of 2.8 grams (0.084 mole) of 2,4-diamino-5-chloro-6-(5-chloro-2-methoxyphenyl)quinazoline (prepared in Example 2) in 300 mL of methylene chloride was stirred, and 35 mL of 1.0M boron tribromide in methylene chloride was added. Upon completion of addition, the reaction mixture was stirred at ambient temperature for about 21 hours. Thin layer chromatographic analysis of the reaction mixture indicated that the reaction was not complete. The reaction mixture was heated at reflux for about... Reactants: [Bi+3], Oc1ccccc1OC(F)(F)F, O=[N+]([O-])[O-], O=[N+]([O-])[O-], O=[N+]([O-])[O-], C1CCOC1. The product is O=[N+]([O-])c1ccc(O)c(OC(F)(F)F)c1. RXN SMILES: [Bi+3:5].[F:14][C:15]([O:16][c:17]1[c:18]([OH:23])[cH:19][cH:20][cH:21][cH:22]1)([F:24])[F:25].[N+:10]([O-:11])([O-:12])=[O:13].[N+:1](=[O:2])([O-:3])[O-:4].[N+:6]([O-:7])([O-:8])=[O:9].[O:26]1[CH2:27][CH2:28][CH2:29][CH2:30]1>>[N+:1](=[O:2])([O-:4])[c:21]1[cH:20][cH:19][c:18]([OH:23])[c:17]([O:16][C:15]([F:14])([F:24])[F:25])[cH:22]1. The reactants are C(C)(=O)OCC#N (cyanomethyl acetate), C(=O)NC1=C(C=C(C=C1Cl)F)Cl (N-formyl-2,6 dichloro-4-fluoroaniline), [Na] (sodium). Reagents/catalysts: [Cl-].C(CCC)[N+](CCCC)(CCCC)CCCC (tetrabutylammonium chloride). Run in ClCCl (dichloromethane). Conditions: time 1 hour. Product: C(C)(=O)OCC#N (Cyanomethyl acetate), C(#N)CN(C1=C(C=C(C=C1Cl)F)Cl)C=O (N-cyanomethyl-N-formyl-2,6-dichloro-4-fluoroaniline). As a reaction SMILES: [C:1]([O:4][CH2:5][C:6]#[N:7])(=[O:3])[CH3:2].[CH:8]([NH:10][C:11]1[C:16]([Cl:17])=[CH:15][C:14]([F:18])=[CH:13][C:12]=1[Cl:19])=[O:9].[Na]>[Cl-].C([N+](CCCC)(CCCC)CCCC)CCC.ClCCl>[C:1]([O:4][CH2:5][C:6]#[N:7])(=[O:3])[CH3:2].[C:6]([CH2:5][N:10]([CH:8]=[O:9])[C:11]1[C:12]([Cl:19])=[CH:13][C:14]([F:18])=[CH:15][C:16]=1[Cl:17])#[N:7] |f:3.4,^1:19|. Reported procedure: Cyanomethyl acetate was prepared according to the method described in Synth. Commun. 2, 215 (1972). A mixture of 2.78 g (10 millimole) of tetrabutylammonium chloride and 1 g (10 millimole) of cyanomethyl acetate was dissolved in 10 ml of dichloromethane. To the reaction mixture were added 2 g (9.6 millimoles) of N-formyl-2,6 dichloro-4-fluoroaniline and 3 ml (12 millimoles) of a 4 mole/l sodium hydroxyde aqueous solution. After stirring for 1 hour at room temperature, N-cyanomethyl-N-formyl-2,6-... Reactants: C=CC(OCC1(c2ccc(F)cc2)CCN(C(=O)OC(C)(C)C)CC1)c1cc(Cl)cc2cn(COCC[Si](C)(C)C)nc12, [Na+], C1CCOC1, [OH-], OO. Yields the product CC(C)(C)OC(=O)N1CCC(COC(CCO)c2cc(Cl)cc3cn(COCC[Si](C)(C)C)nc23)(c2ccc(F)cc2)CC1. RXN SMILES: [Cl:1][c:2]1[cH:3][c:4]2[cH:5][n:6]([CH2:36][O:37][CH2:38][CH2:39][Si:40]([CH3:41])([CH3:42])[CH3:43])[n:7][c:8]2[c:9]([CH:11]([CH:12]=[CH2:13])[O:14][CH2:15][C:16]2([c:29]3[cH:30][cH:31][c:32]([F:35])[cH:33][cH:34]3)[CH2:17][CH2:18][N:19]([C:22](=[O:23])[O:24][C:25]([CH3:26])([CH3:27])[CH3:28])[CH2:20][CH2:21]2)[cH:10]1.[Na+:52].[O:44]1[CH2:45][CH2:46][CH2:47][CH2:48]1.[OH-:51].[OH:49][OH:50]>>[Cl:1][c:2]1[cH:3][c:4]2[cH:5][n:6]([CH2:36][O:37][CH2:38][CH2:39][Si:40]([CH3:41])([CH3:42])[CH3:43])[n:7][c:8]2[c:9]([CH:11]([CH2:12][CH2:13][OH:44])[O:14][CH2:15][C:16]2([c:29]3[cH:30][cH:31][c:32]([F:35])[cH:33][cH:34]3)[CH2:17][CH2:18][N:19]([C:22](=[O:23])[O:24][C:25]([CH3:26])([CH3:27])[CH3:28])[CH2:20][CH2:21]2)[cH:10]1.